From a dataset of the Open Reaction Database (ORD), a public repository of structured organic reaction records. describe an organic reaction: reactants, conditions, products, and yield As a reaction SMILES: [NH3:35].[n:1]1[c:2]([CH2:7][n:8]2[n:9][cH:10][c:11]3[cH:12][c:13]([NH:17][c:18]4[n:19][cH:20][n:21][c:22]5[cH:23][cH:24][cH:25][c:26]([O:28][CH:29]([C:30]([O:32][CH3:31])=[O:33])[CH3:34])[c:27]45)[cH:14][cH:15][c:16]23)[cH:3][cH:4][cH:5][cH:6]1>>[n:1]1[c:2]([CH2:7][n:8]2[n:9][cH:10][c:11]3[cH:12][c:13]([NH:17][c:18]4[n:19][cH:20][n:21][c:22]5[cH:23][cH:24][cH:25][c:26]([O:28][CH:29]([C:30](=[O:32])[NH2:35])[CH3:34])[c:27]45)[cH:14][cH:15][c:16]23)[cH:3][cH:4][cH:5][cH:6]1. Yields the product CC(Oc1cccc2ncnc(Nc3ccc4c(cnn4Cc4ccccn4)c3)c12)C(N)=O. The reactants are N, COC(=O)C(C)Oc1cccc2ncnc(Nc3ccc4c(cnn4Cc4ccccn4)c3)c12. Reactants: C(CC(=O)OCC)(=O)OCC (diethyl malonate), suspension, [H-].[Na+] (sodium hydride), oil, BrC1=CC=C(CBr)C=C1 (4-bromobenzyl bromide). Solvent: O (water), CN(C=O)C (N,N-dimethylformamide), CN(C=O)C (N,N-dimethylformamide). Reaction conditions: time 5 minute. The product is BrC1=CC=C(C=C1)CCC(=O)O (3-(4-bromophenyl)propanoic acid). As a reaction SMILES: [H-].[Na+].[C:3]([O:11]CC)(=[O:10])[CH2:4][C:5](OCC)=O.[Br:14][C:15]1[CH:22]=[CH:21][C:18](CBr)=[CH:17][CH:16]=1>CN(C)C=O.O>[Br:14][C:15]1[CH:22]=[CH:21][C:18]([CH2:5][CH2:4][C:3]([OH:11])=[O:10])=[CH:17][CH:16]=1 |f:0.1|. Reported procedure: A mixture of a 60% suspension of sodium hydride in mineral oil (4.8 g, 120 mmol) in N,N-dimethylformamide (50 mL) at about 5° C. was treated with diethyl malonate (36.4 mL, 240 mmol). The mixture was stirred for about 5 minutes, slowly treated with a solution of 4-bromobenzyl bromide (20.0 g, 80 mmol) in N,N-dimethylformamide (20 mL), stirred at room temperature overnight, diluted with water, and extracted with ethyl acetate. The combined organic extracts were dried (MgSO4), filtered, and concen... Starting materials: OCC#CCO, CN(C)C=O, Fc1ccccc1-c1cc(Cl)ncn1, [H-], [Na+], O. The product is OCC#CCOc1cc(-c2ccccc2F)ncn1. RXN SMILES: [CH2:15]([C:16]#[C:17][CH2:18][OH:19])[OH:20].[CH3:24][N:25]([CH3:26])[CH:27]=[O:28].[Cl:1][c:2]1[n:3][cH:4][n:5][c:6](-[c:8]2[c:9]([F:14])[cH:10][cH:11][cH:12][cH:13]2)[cH:7]1.[H-:21].[Na+:22].[OH2:23]>>[c:2]1([O:19][CH2:18][C:17]#[C:16][CH2:15][OH:20])[n:3][cH:4][n:5][c:6](-[c:8]2[c:9]([F:14])[cH:10][cH:11][cH:12][cH:13]2)[cH:7]1. Reactants: COCC(=O)Cl, Cl, COc1cc(-c2ncnc3c(C(=O)NC4CCNCC4)c[nH]c23)c(OCC2CC2)cc1F. The product is COCC(=O)N1CCC(NC(=O)c2c[nH]c3c(-c4cc(OC)c(F)cc4OCC4CC4)ncnc23)CC1. RXN SMILES: [CH3:34][O:35][CH2:36][C:37](=[O:38])[Cl:39].[ClH:1].[NH:2]1[CH2:3][CH2:4][CH:5]([NH:8][C:9](=[O:10])[c:11]2[cH:12][nH:13][c:14]3[c:15]2[n:16][cH:17][n:18][c:19]3-[c:20]2[c:21]([O:29][CH2:30][CH:31]3[CH2:32][CH2:33]3)[cH:22][c:23]([F:28])[c:24]([O:26][CH3:27])[cH:25]2)[CH2:6][CH2:7]1>>[N:2]1([C:37]([CH2:36][O:35][CH3:34])=[O:38])[CH2:3][CH2:4][CH:5]([NH:8][C:9](=[O:10])[c:11]2[cH:12][nH:13][c:14]3[c:15]2[n:16][cH:17][n:18][c:19]3-[c:20]2[c:21]([O:29][CH2:30][CH:31]3[CH2:32][CH2:33]3)[cH:22][c:23]([F:28])[c:24]([O:26][CH3:27])[cH:25]2)[CH2:6][CH2:7]1. Product: C(C(C)C)N1C(N(C(C1(C1=CC=CC=C1)C1=CC=CC=C1)=O)C(=O)C1=CC=CC2=CC=CC=C12)=O (1-Isobutyl-3-naphthylcarbonyl-5,5-diphenylimidazolidine -2,4-dione). Solvent: CN(C)C=O (DMF). Reaction SMILES: [C:1]1([C:11]([N:13]2[C:17](=[O:18])[C:16]([C:25]3[CH:30]=[CH:29][CH:28]=[CH:27][CH:26]=3)([C:19]3[CH:24]=[CH:23][CH:22]=[CH:21][CH:20]=3)[NH:15][C:14]2=[O:31])=[O:12])[C:10]2[C:5](=[CH:6][CH:7]=[CH:8][CH:9]=2)[CH:4]=[CH:3][CH:2]=1.[H-].[Na+].C[CH:35](I)[CH:36]([CH3:38])[CH3:37].C(OCC)(=O)C>CN(C=O)C>[CH2:35]([N:15]1[C:16]([C:19]2[CH:24]=[CH:23][CH:22]=[CH:21][CH:20]=2)([C:25]2[CH:30]=[CH:29][CH:28]=[CH:27][CH:26]=2)[C:17](=[O:18])[N:13]([C:11]([C:1]2[C:10]3[C:5](=[CH:6][CH:7]=[CH:8][CH:9]=3)[CH:4]=[CH:3][CH:2]=2)=[O:12])[C:14]1=[O:31])[CH:36]([CH3:38])[CH3:37] |f:1.2|. Reactants: C(C)(=O)OCC (Ethyl acetate), C1(=CC=CC2=CC=CC=C12)C(=O)N1C(NC(C1=O)(C1=CC=CC=C1)C1=CC=CC=C1)=O (3-Naphthylcarbonyl-5,5-diphenylimidazolidine-2,4-dione), CC(C(C)C)I (methylisobutyl iodide), [H-].[Na+] (sodium hydride). Reported procedure: 3-Naphthylcarbonyl-5,5-diphenylimidazolidine-2,4-dione (51 mg) was dissolved in DMF (0.4 mL), and sodium hydride (60%, in oil) (5 mg) was added. Then, methylisobutyl iodide (23 mg) was added, and the mixture was stirred at room temperature overnight. Ethyl acetate (9.5 mL) was added to the reaction solution, separated out white precipitates were filtered, and the filtrate was concentrated and purified by silica gel chromatography (hexane:ethyl acetate=2:1) to obtain 20 mg of white crystals. Run at time 8 hour. The yield is 37.2%. Reactants: CCOC(C)=O, O=C1CCC(=O)N1Cl, N#Cc1cc(N)ncc1-c1ccc(Cl)cc1Cl, CN(C)C=O. The product is N#Cc1c(-c2ccc(Cl)cc2Cl)cnc(N)c1Cl. As a reaction SMILES: [CH3:26][CH2:27][O:28][C:29]([CH3:30])=[O:31].[Cl:18][N:19]1[C:20](=[O:21])[CH2:22][CH2:23][C:24]1=[O:25].[NH2:1][c:2]1[cH:3][c:4]([C:5]#[N:6])[c:7](-[c:10]2[c:11]([Cl:17])[cH:12][c:13]([Cl:16])[cH:14][cH:15]2)[cH:8][n:9]1.[O:32]=[CH:33][N:34]([CH3:35])[CH3:36]>>[NH2:1][c:2]1[c:3]([Cl:18])[c:4]([C:5]#[N:6])[c:7](-[c:10]2[c:11]([Cl:17])[cH:12][c:13]([Cl:16])[cH:14][cH:15]2)[cH:8][n:9]1.